From a dataset of the Open Reaction Database (ORD), a public repository of structured organic reaction records. describe an organic reaction: reactants, conditions, products, and yield The reactants are IC[C@@H]1CC[C@H](CC1)C1=CC=C(C=C1)F (trans-1-iodomethyl-4-(p-fluorophenyl)cyclohexane), FC1=CC=C(C=C1)C1CC[SiH](CC1)C[Mg]Cl ((4-(p-fluorophenyl)-1-silacyclohexyl)methylmagnesium chloride), (4-n-isobutyl-1-silacyclohexyl) methylmagnesium chloride, IC[C@@H]1CC[C@H](CC1)CCC (trans-1-iodomethyl-4-n-propylcyclohexane). Product: C(C(C)C)[C@@H]1CC[Si@H](CC1)CC[C@@H]1CC[C@H](CC1)C1=CC=C(C=C1)F (trans-4-isobutyl-1-(2-(trans-4-(p-fluorophenyl) cyclohexyl)ethyl)-1-silacyclohexane). RXN SMILES: I[CH2:2][C@H:3]1[CH2:8][CH2:7][C@H:6]([C:9]2[CH:14]=[CH:13][C:12]([F:15])=[CH:11][CH:10]=2)[CH2:5][CH2:4]1.I[CH2:17][C@H]1CC[C@H](CCC)CC1.FC1[CH:33]=[CH:32][C:31]([CH:34]2[CH2:39][CH2:38][SiH:37]([CH2:40][Mg]Cl)[CH2:36][CH2:35]2)=CC=1>>[CH2:31]([C@H:34]1[CH2:35][CH2:36][Si@H:37]([CH2:40][CH2:2][C@H:3]2[CH2:8][CH2:7][C@H:6]([C:9]3[CH:14]=[CH:13][C:12]([F:15])=[CH:11][CH:10]=3)[CH2:5][CH2:4]2)[CH2:38][CH2:39]1)[CH:32]([CH3:33])[CH3:17]. Procedure: The preparation was conducted in the same manner as in Example 30, except that 6.3 g (19.9 mmol) of trans-1-iodomethyl-4-(p-fluorophenyl)cyclohexane and (4-n-isobutyl-1-silacyclohexyl) methylmagnesium chloride were used instead of 4.5 g (19.9 mmol) of trans-1-iodomethyl-4-n-propylcyclohexane and (4-(p-fluorophenyl)-1-silacyclohexyl)methylmagnesium chloride. The reactants are O=C([O-])[O-], COS(=O)(=O)OC, CC(C)=O, O=[N+]([O-])c1cc(Cl)ccc1O, [K+], [K+]. The product is COc1ccc(Cl)cc1[N+](=O)[O-]. Reaction SMILES: [C:12](=[O:13])([O-:14])[O-:15].[CH3:18][O:19][S:20]([O:21][CH3:22])(=[O:23])=[O:24].[CH3:25][C:26](=[O:27])[CH3:28].[Cl:1][c:2]1[cH:3][c:4]([N+:9](=[O:10])[O-:11])[c:5]([OH:8])[cH:6][cH:7]1.[K+:16].[K+:17]>>[Cl:1][c:2]1[cH:3][c:4]([N+:9](=[O:10])[O-:11])[c:5]([O:8][CH3:12])[cH:6][cH:7]1. Reactants: N(=O)[O-].[Na+] (sodium nitrite), C(=O)([O-])[O-].[Na+].[Na+] (Na2CO3), FC=1C=C(N)C=CC1S(=O)(=O)C (3-fluoro-4-(methylsulfonyl)aniline), S(=O)([O-])[O-].[Na+].[Na+] (sodium sulfite). Solvent: O (water), Cl (HCl), Cl (HCl), O (water), [OH-].[Na+] (NaOH). Run at temperature 65 celsius, time 1 hour. Product: FC=1C=C(C=CC1S(=O)(=O)C)NN (3-fluoro-4-(methylsulfonyl)phenylhydrazine). Isolated yield 57.1%. Reaction SMILES: [F:1][C:2]1[CH:3]=[C:4]([CH:6]=[CH:7][C:8]=1[S:9]([CH3:12])(=[O:11])=[O:10])[NH2:5].[N:13]([O-])=O.[Na+].S([O-])([O-])=O.[Na+].[Na+].C([O-])([O-])=O.[Na+].[Na+]>Cl.O.[OH-].[Na+]>[F:1][C:2]1[CH:3]=[C:4]([NH:5][NH2:13])[CH:6]=[CH:7][C:8]=1[S:9]([CH3:12])(=[O:11])=[O:10] |f:1.2,3.4.5,6.7.8,11.12|. Reported procedure: To a stirred suspension of 3-fluoro-4-(methylsulfonyl)aniline (8.1 g, 42.9 mmol) in 20% aqueous HCl (27 mL) was added dropwise a solution of sodium nitrite (3 g, 43.5 mmol) in water (20 mL) at 0° C. After stirring for 1 hour, the resulting suspension was added to a solution of sodium sulfite (13.5 g, 110 mmol) in water (60 mL) and 20% aqueous NaOH (3 mL) at 0-5° C. Then the mixture was heated at 60-70° C. for 2 hours, and conc. HCl (3.5 mL) was added. The resulting mixture was heated for further... Reactants: BrC=1C=CC(=C(C1)C1(CCC(CC1)NS(=O)(=O)C(F)(F)F)S(=O)(=O)C=1C=NC(=CC1)C(F)(F)F)F (trifluoromethanesulfonic acid, N-[4-(5-bromo-2-fluorophenyl)-4-(6-trifluoromethyl-pyridine-3-sulfonyl)-cyclohexyl]-amide), [F-].[Cs+] (cesium fluoride), C(C)(C)(C)P(C(C)(C)C)C(C)(C)C (tri-tert-butylphosphine), C[Sn](C)(C)C (tetramethyltin). Yields the product FC1=C(C=C(C=C1)C)C1(CCC(CC1)NS(=O)(=O)C(F)(F)F)S(=O)(=O)C=1C=NC(=CC1)C(F)(F)F (trifluoromethanesulfonic acid, N-[4-(2-fluoro-5-methyl-phenyl)-4-(6-trifluoromethyl-pyridine-3-sulfonyl)-cyclohexyl]-amide). The reagents and catalysts are C=1C=CC(=CC1)/C=C/C(=O)/C=C/C2=CC=CC=C2.C=1C=CC(=CC1)/C=C/C(=O)/C=C/C2=CC=CC=C2.C=1C=CC(=CC1)/C=C/C(=O)/C=C/C2=CC=CC=C2.[Pd].[Pd] (Pd2(dba)3). The solvent is O1CCOCC1 (dioxane), CCOCC (ether). Reported procedure: The compound prepared in Example 75 (50 mg) in dioxane was treated with cesium fluoride (2.2 equivalents), tri-tert-butylphosphine (12 mol %), tetramethyltin (2 equivalents), and Pd2(dba)3 (3 mol %) and heated at 100° C. for 3 h. The reaction mixture was cooled, diluted with ether, filtered and the filtrate evaporated in vacuo. Purification by column chromatography gave the toluene derivative (13 mg, 29%). Run at temperature 100 celsius. RXN SMILES: Br[C:2]1[CH:3]=[CH:4][C:5]([F:35])=[C:6]([C:8]2([S:22]([C:25]3[CH:26]=[N:27][C:28]([C:31]([F:34])([F:33])[F:32])=[CH:29][CH:30]=3)(=[O:24])=[O:23])[CH2:13][CH2:12][CH:11]([NH:14][S:15]([C:18]([F:21])([F:20])[F:19])(=[O:17])=[O:16])[CH2:10][CH2:9]2)[CH:7]=1.[F-].[Cs+].[C:38](P(C(C)(C)C)C(C)(C)C)(C)(C)C.C[Sn](C)(C)C>O1CCOCC1.CCOCC.C1C=CC(/C=C/C(/C=C/C2C=CC=CC=2)=O)=CC=1.C1C=CC(/C=C/C(/C=C/C2C=CC=CC=2)=O)=CC=1.C1C=CC(/C=C/C(/C=C/C2C=CC=CC=2)=O)=CC=1.[Pd].[Pd]>[F:35][C:5]1[CH:4]=[CH:3][C:2]([CH3:38])=[CH:7][C:6]=1[C:8]1([S:22]([C:25]2[CH:26]=[N:27][C:28]([C:31]([F:34])([F:33])[F:32])=[CH:29][CH:30]=2)(=[O:24])=[O:23])[CH2:13][CH2:12][CH:11]([NH:14][S:15]([C:18]([F:21])([F:20])[F:19])(=[O:17])=[O:16])[CH2:10][CH2:9]1 |f:1.2,7.8.9.10.11|. Reactants: CC1=C(C=O)C=C(C=C1)C1=CC=CC=C1 (2-methyl-5-phenylbenzaldehyde), C(C)(=O)O (acetic acid), B.[Na] (sodium boron hydride), ice water. Solvent: O1CCCC1 (tetrahydrofuran), O (water), [OH-].[Na+] (sodium hydroxide). Run at temperature 17.5 celsius, time 4 hour. Yields the product 121, CC1=C(CO)C=C(C=C1)C1=CC=CC=C1 (2-methyl-5-phenylbenzyl alcohol). As a reaction SMILES: [CH3:1][C:2]1[CH:9]=[CH:8][C:7]([C:10]2[CH:15]=[CH:14][CH:13]=[CH:12][CH:11]=2)=[CH:6][C:3]=1[CH:4]=[O:5].B.[Na].C(O)(=O)C>O1CCCC1.O.[OH-].[Na+]>[CH3:1][C:2]1[CH:9]=[CH:8][C:7]([C:10]2[CH:15]=[CH:14][CH:13]=[CH:12][CH:11]=2)=[CH:6][C:3]=1[CH2:4][OH:5] |f:1.2,6.7,^1:16|. Procedure: 123 g (625 mmol) of 2-methyl-5-phenylbenzaldehyde was dissolved in a mixture of 1.1 L of tetrahydrofuran and 110 ml of water, and to the resulted solution was dropped, at 15 to 20° C., a solution prepared by dissolving 7.7 g (203 mmol) of sodium boron hydride in 70 ml of a 0.1 wt % sodium hydroxide aqueous solution. After completion of dropping, the mixture was stirred for 4 hours at 15 to 20° C. To this reaction solution was dropped 10 g of glacial acetic acid at 20° C. or lower, and this was p... The reactants are [BH4-], CCO, [Na+], O, O=Cc1cc2c(cc1O)CCC2Cc1c[nH]cn1. Yields the product OCc1cc2c(cc1O)CCC2Cc1c[nH]cn1. RXN SMILES: [BH4-:1].[CH3:22][CH2:23][OH:24].[Na+:2].[OH2:21].[OH:3][c:4]1[c:5]([CH:19]=[O:20])[cH:6][c:7]2[c:11]([cH:12]1)[CH2:10][CH2:9][CH:8]2[CH2:13][c:14]1[n:15][cH:16][nH:17][cH:18]1>>[OH:3][c:4]1[c:5]([CH2:19][OH:20])[cH:6][c:7]2[c:11]([cH:12]1)[CH2:10][CH2:9][CH:8]2[CH2:13][c:14]1[n:15][cH:16][nH:17][cH:18]1.